Dataset: the Open Reaction Database (ORD), a public repository of structured organic reaction records. Task: describe an organic reaction: reactants, conditions, products, and yield The reactants are O=C(Cl)C(=O)Cl, CN1CCOCC1, CN(C)C=O, ClCCl, O=C(O)CN1CCC(c2ccc(F)cc2)(c2ccc(F)cc2)C1=O, Nc1ccc(C(F)(F)F)cn1. Yields the product O=C(CN1CCC(c2ccc(F)cc2)(c2ccc(F)cc2)C1=O)Nc1ccc(C(F)(F)F)cn1. Reaction SMILES: [C:25]([Cl:26])(=[O:27])[C:28]([Cl:29])=[O:30].[CH3:42][N:43]1[CH2:44][CH2:45][O:46][CH2:47][CH2:48]1.[CH3:52][N:53]([CH3:54])[CH:55]=[O:56].[Cl:49][CH2:50][Cl:51].[F:1][c:2]1[cH:3][cH:4][c:5]([C:8]2([c:18]3[cH:19][cH:20][c:21]([F:24])[cH:22][cH:23]3)[C:9](=[O:17])[N:10]([CH2:13][C:14](=[O:15])[OH:16])[CH2:11][CH2:12]2)[cH:6][cH:7]1.[F:31][C:32]([c:33]1[cH:34][cH:35][c:36]([NH2:39])[n:37][cH:38]1)([F:40])[F:41]>>[F:1][c:2]1[cH:3][cH:4][c:5]([C:8]2([c:18]3[cH:19][cH:20][c:21]([F:24])[cH:22][cH:23]3)[C:9](=[O:17])[N:10]([CH2:13][C:14](=[O:16])[NH:39][c:36]3[cH:35][cH:34][c:33]([C:32]([F:31])([F:40])[F:41])[cH:38][n:37]3)[CH2:11][CH2:12]2)[cH:6][cH:7]1.